This data is from the Open Reaction Database (ORD), a public repository of structured organic reaction records. The task is: describe an organic reaction: reactants, conditions, products, and yield Starting materials: CC1=CC=CC(=N1)C=O (6-methyl-pyridine-2-carbaldehyde), C[Mg]Br (methyl magnesium bromide). The solvent is O1CCCC1 (tetrahydrofuran). Conditions: temperature -10 celsius. Yields the product CC1=CC=CC(=N1)C(C)O (1-(6-Methyl-pyridin-2-yl)-ethanol). The yield is 100.0%. RXN SMILES: [CH3:1][C:2]1[N:7]=[C:6]([CH:8]=[O:9])[CH:5]=[CH:4][CH:3]=1.[CH3:10][Mg]Br>O1CCCC1>[CH3:1][C:2]1[N:7]=[C:6]([CH:8]([OH:9])[CH3:10])[CH:5]=[CH:4][CH:3]=1. Procedure details: To a −60° C. solution of 6-methyl-pyridine-2-carbaldehyde (25 g, 206 mmol) in tetrahydrofuran (200 mL) was added methyl magnesium bromide (200 mL, 1.4 M in tetrahydrofuran/toluene, 1.36 equiv) over 40 minutes. The reaction mixture was slowly warmed to −10° C. over 90 minutes, and then slowly quenched with saturated aqueous ammonium chloride (75 mL). The liquid phase was decanted from the solids and concentrated in vacuo. The resulting residue was dissolved in methylene chloride, dried over magne...